From a dataset of the Open Reaction Database (ORD), a public repository of structured organic reaction records. describe an organic reaction: reactants, conditions, products, and yield The reactants are FC=1C=C(C=NC1OC)NC1=NC=C(C=C1C1=CC(=NC(=N1)C)N(CC1=CC=C(C=C1)OC)CC1=CC=C(C=C1)OC)[C@@H](C)N1[C@H](CN(CC1)S(=O)(=O)C)C (6-(2-((5-fluoro-6-methoxy-3-pyridinyl)amino)-5-((1R)-1-((2S)-2-methyl-4-(methylsulfonyl)-1-piperazinyl)ethyl)-3-pyridinyl)-N,N-bis(4-methoxybenzyl)-2-methyl-4-pyrimidinamine), OS(=O)(=O)C(F)(F)F (triflic acid). Solvent: C(=O)(C(F)(F)F)O (TFA). Reaction conditions: temperature 80 celsius. The product is FC=1C=C(C=NC1OC)NC1=NC=C(C=C1C1=CC(=NC(=N1)C)N)[C@@H](C)N1[C@H](CN(CC1)S(=O)(=O)C)C (6-(2-((5-fluoro-6-methoxy-3-pyridinyl)amino)-5-((1R)-1-((2S)-2-methyl-4-(methylsulfonyl)-1-piperazinyl)ethyl)-3-pyridinyl)-2-methyl-4-pyrimidinamine). The yield is 29.2%. As a reaction SMILES: [F:1][C:2]1[CH:3]=[C:4]([NH:10][C:11]2[C:16]([C:17]3[N:22]=[C:21]([CH3:23])[N:20]=[C:19]([N:24](CC4C=CC(OC)=CC=4)CC4C=CC(OC)=CC=4)[CH:18]=3)=[CH:15][C:14]([C@H:43]([N:45]3[CH2:50][CH2:49][N:48]([S:51]([CH3:54])(=[O:53])=[O:52])[CH2:47][C@@H:46]3[CH3:55])[CH3:44])=[CH:13][N:12]=2)[CH:5]=[N:6][C:7]=1[O:8][CH3:9].OS(C(F)(F)F)(=O)=O>C(O)(C(F)(F)F)=O>[F:1][C:2]1[CH:3]=[C:4]([NH:10][C:11]2[C:16]([C:17]3[N:22]=[C:21]([CH3:23])[N:20]=[C:19]([NH2:24])[CH:18]=3)=[CH:15][C:14]([C@H:43]([N:45]3[CH2:50][CH2:49][N:48]([S:51]([CH3:54])(=[O:53])=[O:52])[CH2:47][C@@H:46]3[CH3:55])[CH3:44])=[CH:13][N:12]=2)[CH:5]=[N:6][C:7]=1[O:8][CH3:9]. Reported procedure: A mixture of 6-(2-((5-fluoro-6-methoxy-3-pyridinyl)amino)-5-((1R)-1-((2S)-2-methyl-4-(methylsulfonyl)-1-piperazinyl)ethyl)-3-pyridinyl)-N,N-bis(4-methoxybenzyl)-2-methyl-4-pyrimidinamine (0.050 g, 0.065 mmol) in TFA (1 mL) was treated with triflic acid (5.76 μL, 0.065 mmol) and heated to 80° C. for 1 h. The reaction mixture was concentrated and then ice cubes were added to the brown residue. Saturated NaHCO3 (aq.) was added followed by CH2Cl2. The layers were separated and the aqueous layer was ... Starting materials: C(C)(=O)C=1C=NNC2=C(C1)C=CC=C2 (4-Acetylbenzodiazepine), C(C)NCC (diethylamine), C1(=C(C(=CC(=C1)C)C)S(=O)(=O)ONC(OCC=C)=O)C (allyl N-[(mesitylsulfonyl)-oxy]carbamate). The reagents and catalysts are C=1C=CC(=CC1)[P](C=2C=CC=CC2)(C=3C=CC=CC3)[Pd]([P](C=4C=CC=CC4)(C=5C=CC=CC5)C=6C=CC=CC6)([P](C=7C=CC=CC7)(C=8C=CC=CC8)C=9C=CC=CC9)[P](C=1C=CC=CC1)(C=1C=CC=CC1)C=1C=CC=CC1 (tetrakis). Run in C1(=CC=CC=C1)C (toluene), C(Cl)Cl (methylene chloride). Conditions: time 2 hour. Yields the product C(C)(=O)N1CCN(C2=C(C1)C=CC=C2)N (4-acetyl-2,3,4,5-tetrahydro-1H-1,4-benzodiazepin-1-ylamine). The yield is 44.0%. RXN SMILES: C(C1C=[N:6][NH:7][C:8]2[CH:14]=[CH:13][CH:12]=[CH:11][C:9]=2[CH:10]=1)(=O)C.C1(C)C=C(C)C=C(C)C=1S(ONC(=O)[O:29][CH2:30][CH:31]=C)(=O)=O.[CH2:35]([NH:37]CC)[CH3:36]>C1(C)C=CC=CC=1.C(Cl)Cl.C1C=CC([P]([Pd]([P](C2C=CC=CC=2)(C2C=CC=CC=2)C2C=CC=CC=2)([P](C2C=CC=CC=2)(C2C=CC=CC=2)C2C=CC=CC=2)[P](C2C=CC=CC=2)(C2C=CC=CC=2)C2C=CC=CC=2)(C2C=CC=CC=2)C2C=CC=CC=2)=CC=1>[C:30]([N:37]1[CH2:10][C:9]2[CH:11]=[CH:12][CH:13]=[CH:14][C:8]=2[N:7]([NH2:6])[CH2:36][CH2:35]1)(=[O:29])[CH3:31] |^1:53,55,74,93|. Procedure: 4-Acetylbenzodiazepine (28.5 g, 50.15 m) and allyl N-[(mesitylsulfonyl)-oxy]carbamate (53.8 g, 0.18 m) were combined in toluene (270 mL) and heated under reflux for 2.5 h. The reaction was quenched with 0.5 N NaOH. The precipitate that formed was removed by filtration and the aqueous filtrate was extracted with ethyl acetate (3×). The combined organic layers were washed with saturated sodium chloride solution, dried (MgSO4), and evaporated to give a residue which was dissolved in methylene chlor... The reactants are C1(=CC=CC=C1)C=1C=CC(=NC1)C#N (5-phenyl-pyridine-2-carbonitrile), C(C)O (ethanol), [OH-].[Na+] (NaOH). The solvent is O (water). Reaction conditions: time 8 hour. Yields the product C1(=CC=CC=C1)C=1C=CC(=NC1)C(=O)O (5-phenyl-pyridine-2-carboxylic acid). Yield: 75.0%. Reaction SMILES: [C:1]1([C:7]2[CH:8]=[CH:9]C(C#N)=[N:11][CH:12]=2)[CH:6]=[CH:5][CH:4]=[CH:3][CH:2]=1.[OH-:15].[Na+].[CH2:17]([OH:19])[CH3:18]>O>[C:1]1([C:7]2[CH:8]=[CH:9][C:18]([C:17]([OH:15])=[O:19])=[N:11][CH:12]=2)[CH:6]=[CH:5][CH:4]=[CH:3][CH:2]=1 |f:1.2|. Procedure: A mixture of toluene (20 mL) and water (5 mL) was degassed with argon for 5 minutes. Sodium carbonate (1.53 g, 0.01444 mole) was then added and the mixture was degassed with argon for a further 5 minutes. Phenyl boronic acid (1.126 g, 0.00866 mole) and 5-chloro-pyridine-2-carbonitrile (1 g, 0.00722 mole) were added and the resulting mixture was degassed with argon for a further 5 minutes. tetrakis(triphenylphosphine)palladium(0) (1.67 g, 0.00144 mole) was added and the resulting mixture was dega... The reactants are ClCC(=O)N1CC2=CC(=CC=C2C(=N1)CC1=C(C=NC=C1Cl)Cl)OC (2-chloro-1-[4-(3,5-dichloro-pyridin-4-ylmethyl)-7-methoxy-1H-phthalazin-2-yl]-ethanone), N1CCOCC1 (morpholine), water ice. Solvent: C(Cl)(Cl)Cl (CHCl3). Product: ClC=1C=NC=C(C1CC1=NN(CC2=CC(=CC=C12)OC)C(CN1CCOCC1)=O)Cl (1-[4-(3,5-Dichloro-pyridin-4-ylmethyl)-7-methoxy-1H-phthalazin-2-yl]-2-morpholin-4-yl-ethanone). The yield is 52.6%. As a reaction SMILES: Cl[CH2:2][C:3]([N:5]1[N:14]=[C:13]([CH2:15][C:16]2[C:21]([Cl:22])=[CH:20][N:19]=[CH:18][C:17]=2[Cl:23])[C:12]2[C:7](=[CH:8][C:9]([O:24][CH3:25])=[CH:10][CH:11]=2)[CH2:6]1)=[O:4].[NH:26]1[CH2:31][CH2:30][O:29][CH2:28][CH2:27]1>C(Cl)(Cl)Cl>[Cl:23][C:17]1[CH:18]=[N:19][CH:20]=[C:21]([Cl:22])[C:16]=1[CH2:15][C:13]1[C:12]2[C:7](=[CH:8][C:9]([O:24][CH3:25])=[CH:10][CH:11]=2)[CH2:6][N:5]([C:3](=[O:4])[CH2:2][N:26]2[CH2:31][CH2:30][O:29][CH2:28][CH2:27]2)[N:14]=1. Procedure details: A solution under N2 and stirring of 2-chloro-1-[4-(3,5-dichloro-pyridin-4-ylmethyl)-7-methoxy-1H-phthalazin-2-yl]-ethanone (1.3 g, 3.26 mmoles), prepared as described in example 81, in dry CHCl3 (15 ml), at room temperature, was added with morpholine (0.85 g, 9.78 mmoles) and refluxed for 20 hours. The mixture was poured into water/ice, the phases separated and the organic one was washed with water, anhydrified and brought to dryness to give a solid which was crystallised from acetonitrile (45 m... Starting materials: OCCCOC1=C(C=C(C=C1C)CCC(=O)C=1SC(=C2C1CCC(C2)(C)C)C)C (3-[4-(3-hydroxy-propoxy)-3,5-dimethyl-phenyl]-1-(3,5,5-trimethyl-4,5,6,7-tetrahydro-benzo[c]thiophen-1-yl)-propan-1-one), CCN(C(C)C)C(C)C (DIPEA), CS(=O)(=O)Cl (methane sulfonylchloride). Run in C(Cl)Cl (DCM), C(Cl)Cl (DCM). Conditions: temperature 0 celsius, time 30 minute. The product is CC1=C(OCCCOS(=O)(=O)C)C(=CC(=C1)CCC(C=1SC(=C2C1CCC(C2)(C)C)C)=O)C (methanesulfonic acid 3-{2,6-dimethyl-4-[3-oxo-3-(3,5,5-trimethyl-4,5,6,7-tetrahydro-benzo[c]thiophen-1-yl)-propyl]-phenoxy}-propyl ester). Isolated yield 98.8%. RXN SMILES: [OH:1][CH2:2][CH2:3][CH2:4][O:5][C:6]1[C:11]([CH3:12])=[CH:10][C:9]([CH2:13][CH2:14][C:15]([C:17]2[S:18][C:19]([CH3:28])=[C:20]3[CH2:25][C:24]([CH3:27])([CH3:26])[CH2:23][CH2:22][C:21]=23)=[O:16])=[CH:8][C:7]=1[CH3:29].CCN(C(C)C)C(C)C.[CH3:39][S:40](Cl)(=[O:42])=[O:41]>C(Cl)Cl>[CH3:12][C:11]1[CH:10]=[C:9]([CH2:13][CH2:14][C:15](=[O:16])[C:17]2[S:18][C:19]([CH3:28])=[C:20]3[CH2:25][C:24]([CH3:27])([CH3:26])[CH2:23][CH2:22][C:21]=23)[CH:8]=[C:7]([CH3:29])[C:6]=1[O:5][CH2:4][CH2:3][CH2:2][O:1][S:40]([CH3:39])(=[O:42])=[O:41]. Reported procedure: To a solution of 3-[4-(3-hydroxy-propoxy)-3,5-dimethyl-phenyl]-1-(3,5,5-trimethyl-4,5,6,7-tetrahydro-benzo[c]thiophen-1-yl)-propan-1-one (170 mg, 0.411 mmol) in DCM (10 mL) and DIPEA (0.15 mL, 0.89 mmol) is added methane sulfonylchloride (0.04 mL, 0.49 mmol) at 0° C. The reaction mixture is stirred at 0° C. for 30 min. The reaction mixture is diluted with DCM, washed with 0.1 N aq. NaOH followed by 10% aq. citric acid solution, dried over MgSO4 and evaporated to give methanesulfonic acid 3-{2,6-... Starting materials: O (water), FC1=CC=C2C(=NN(C2=C1)C)C=1N=C2C(=NC1)NC=C2C(=O)O (2-(6-fluoro-1-methyl-1H-indazol-3-yl)-5H-pyrrolo[2,3-b]pyrazine-7-carboxylic acid), CCN=C=NCCCN(C)C (EDCI), NC(CCCNC(OC(C)(C)C)=O)(C)C (tert-butyl 4-amino-4-methylpentylcarbamate). Reagents/catalysts: CN(C)C=1C=CN=CC1 (DMAP). Run in CN(C)C=O (DMF). Reaction conditions: time 16 hour. Product: FC1=CC=C2C(=NN(C2=C1)C)C=1N=C2C(=NC1)NC=C2C(=O)NC(CCCNC(OC(C)(C)C)=O)(C)C (tert-butyl 4-(2-(6-fluoro-1-methyl-1H-indazol-3-yl)-5H-pyrrolo[2,3-b]pyrazine-7-carboxamido)-4-methylpentylcarbamate). The yield is 46.0%. As a reaction SMILES: [F:1][C:2]1[CH:10]=[C:9]2[C:5]([C:6]([C:12]3[N:13]=[C:14]4[C:20]([C:21]([OH:23])=O)=[CH:19][NH:18][C:15]4=[N:16][CH:17]=3)=[N:7][N:8]2[CH3:11])=[CH:4][CH:3]=1.CCN=C=NCCCN(C)C.[NH2:35][C:36]([CH3:49])([CH3:48])[CH2:37][CH2:38][CH2:39][NH:40][C:41](=[O:47])[O:42][C:43]([CH3:46])([CH3:45])[CH3:44].O>CN(C=O)C.CN(C1C=CN=CC=1)C>[F:1][C:2]1[CH:10]=[C:9]2[C:5]([C:6]([C:12]3[N:13]=[C:14]4[C:20]([C:21]([NH:35][C:36]([CH3:49])([CH3:48])[CH2:37][CH2:38][CH2:39][NH:40][C:41](=[O:47])[O:42][C:43]([CH3:45])([CH3:44])[CH3:46])=[O:23])=[CH:19][NH:18][C:15]4=[N:16][CH:17]=3)=[N:7][N:8]2[CH3:11])=[CH:4][CH:3]=1. Reported procedure: To a stirred solution of 2-(6-fluoro-1-methyl-1H-indazol-3-yl)-5H-pyrrolo[2,3-b]pyrazine-7-carboxylic acid (100 mg, 0.32 mmol) in 6 mL of DMF was added EDCI (123 mmol, 0.64 mmol), DMAP (110 mg, 0.90 mmol) and tert-butyl 4-amino-4-methylpentylcarbamate (139 mg, 0.64 mmol) in one portion at room temperature and the mixture stirred at room temperature for 16 hours. The reaction mixture was poured into 40 mL of water, filtered, the filter cake washed with petroleum ether then dried to give crude ter... The reactants are BrCc1ccc2occc2c1, OC1CCC1, [H-], [Na+], CN(C)C=O, O. Yields the product c1cc2cc(COC3CCC3)ccc2o1. Reaction SMILES: [Br:8][CH2:9][c:10]1[cH:11][cH:12][c:13]2[c:14]([cH:15][cH:16][o:17]2)[cH:18]1.[CH:1]1([OH:5])[CH2:2][CH2:3][CH2:4]1.[H-:6].[Na+:7].[O:19]=[CH:20][N:21]([CH3:22])[CH3:23].[OH2:24]>>[CH:1]1([O:5][CH2:9][c:10]2[cH:11][cH:12][c:13]3[c:14]([cH:15][cH:16][o:17]3)[cH:18]2)[CH2:2][CH2:3][CH2:4]1. Starting materials: CC(=O)Nc1ccc([N+](=O)[O-])cc1O, ClCC1CO1, [Na+], [OH-]. The product is CC(=O)Nc1ccc([N+](=O)[O-])cc1OCC1CO1. RXN SMILES: [C:1]([CH3:2])(=[O:3])[NH:4][c:5]1[c:6]([OH:14])[cH:7][c:8]([N+:11](=[O:12])[O-:13])[cH:9][cH:10]1.[Cl:15][CH2:16][CH:17]1[CH2:18][O:19]1.[Na+:21].[OH-:20]>>[C:1]([CH3:2])(=[O:3])[NH:4][c:5]1[c:6]([O:14][CH2:16][CH:17]2[CH2:18][O:19]2)[cH:7][c:8]([N+:11](=[O:12])[O-:13])[cH:9][cH:10]1. Reactants: ClC(Cl)(Cl)Cl, CC#N, O=C(O)c1ccc(F)cc1F, c1ccc(P(c2ccccc2)c2ccccc2)cc1. Product: O=C(Cl)c1ccc(F)cc1F. As a reaction SMILES: [C:34]([Cl:35])([Cl:36])([Cl:37])[Cl:38].[CH3:31][C:32]#[N:33].[F:1][c:2]1[c:3]([C:4](=[O:5])[OH:6])[cH:7][cH:8][c:9]([F:11])[cH:10]1.[c:12]1([P:13]([c:14]2[cH:15][cH:16][cH:17][cH:18][cH:19]2)[c:20]2[cH:21][cH:22][cH:23][cH:24][cH:25]2)[cH:26][cH:27][cH:28][cH:29][cH:30]1>>[F:1][c:2]1[c:3]([C:4](=[O:5])[Cl:35])[cH:7][cH:8][c:9]([F:11])[cH:10]1.